This data is from the Open Reaction Database (ORD), a public repository of structured organic reaction records. The task is: describe an organic reaction: reactants, conditions, products, and yield Reactants: O (water), N1=C(C=CC2=CC=CC=C12)COC=1C=C(C=CC1)O (3-(2-quinolinylmethyloxy)phenol), methyl 3-chloromethyl benzoate, C([O-])([O-])=O.[K+].[K+] (potassium carbonate), CN(C)C=O (DMF). Conditions: temperature 50 celsius. Yields the product N1=C(C=CC2=CC=CC=C12)COC=1C=C(OCC=2C=C(C(=O)OC)C=CC2)C=CC1 (methyl 3-(3-(2-quinolinylmethyloxy)phenoxymethyl)benzoate). Reaction SMILES: [N:1]1[C:10]2[C:5](=[CH:6][CH:7]=[CH:8][CH:9]=2)[CH:4]=[CH:3][C:2]=1[CH2:11][O:12][C:13]1[CH:14]=[C:15]([OH:19])[CH:16]=[CH:17][CH:18]=1.[C:20](=[O:23])([O-])[O-].[K+].[K+].O.CN([CH:30]=[O:31])C>>[N:1]1[C:10]2[C:5](=[CH:6][CH:7]=[CH:8][CH:9]=2)[CH:4]=[CH:3][C:2]=1[CH2:11][O:12][C:13]1[CH:14]=[C:15]([CH:16]=[CH:17][CH:18]=1)[O:19][CH2:4][C:5]1[CH:6]=[C:7]([CH:8]=[CH:9][CH:10]=1)[C:20]([O:31][CH3:30])=[O:23] |f:1.2.3|. Procedure details: A mixture of 3-(2-quinolinylmethyloxy)phenol (2.51 g, 0.01 mol), 1.85 g (0.01 mol) of methyl 3-chloromethyl benzoate, and 1.5 g of potassium carbonate in 30 ml of DMF is heated at 50° C. overnight. The reaction mixture is poured into water, extracted with ethyl acetate and the organic solution separated, dried and evaporated to dryness. Recrystallization from ethyl acetate gives methyl 3-(3-(2-quinolinylmethyloxy)phenoxymethyl)benzoate. (M.P. 93°-94° C.) The reactants are P(=O)(OC(C)(C)C)(OC(C)(C)C)OCC(=O)N(CCOC)CC=1C=NC(=CC1)C1=CC2=NC=CC(=C2S1)OC1=C(C=C(C=C1)NC(=O)NC1CC1)F (di-tert-butyl 2-(((6-(7-(4-(3-cyclopropylureido)-2-fluorophenoxy)thieno[3,2-b]-pyridin-2-yl)pyridin-3-yl)methyl)(2-methoxyethyl)amino)-2-oxoethyl phosphate), Cl (HCl), O1CCOCC1 (1,4-dioxane). Run in C(Cl)Cl (DCM). Run at time 1 hour. The product is P(=O)(OCC(=O)N(CCOC)CC=1C=NC(=CC1)C1=CC2=NC=CC(=C2S1)OC1=C(C=C(C=C1)NC(=O)NC1CC1)F)(O)O (2-(((6-(7-(4-(3-cyclopropylureido)-2-fluorophenoxy)thieno[3,2-b]pyridin-2-yl)pyridin-3-yl)methyl)(2-methoxyethyl)amino)-2-oxoethyl dihydrogen phosphate). Isolated yield 60.0%. RXN SMILES: [P:1]([O:13][CH2:14][C:15]([N:17]([CH2:22][C:23]1[CH:24]=[N:25][C:26]([C:29]2[S:37][C:36]3[C:31](=[N:32][CH:33]=[CH:34][C:35]=3[O:38][C:39]3[CH:44]=[CH:43][C:42]([NH:45][C:46]([NH:48][CH:49]4[CH2:51][CH2:50]4)=[O:47])=[CH:41][C:40]=3[F:52])[CH:30]=2)=[CH:27][CH:28]=1)[CH2:18][CH2:19][O:20][CH3:21])=[O:16])([O:8]C(C)(C)C)([O:3]C(C)(C)C)=[O:2].Cl.O1CCOCC1>C(Cl)Cl>[P:1]([OH:8])([OH:3])([O:13][CH2:14][C:15]([N:17]([CH2:22][C:23]1[CH:24]=[N:25][C:26]([C:29]2[S:37][C:36]3[C:31](=[N:32][CH:33]=[CH:34][C:35]=3[O:38][C:39]3[CH:44]=[CH:43][C:42]([NH:45][C:46]([NH:48][CH:49]4[CH2:51][CH2:50]4)=[O:47])=[CH:41][C:40]=3[F:52])[CH:30]=2)=[CH:27][CH:28]=1)[CH2:18][CH2:19][O:20][CH3:21])=[O:16])=[O:2]. Procedure: To a stirred solution of 33 from the previous step in DCM (15 mL) was added a solution of 4M HCl in 1,4-dioxane (0.44 mL, 1.75 mmol). The reaction mixture (suspension) was stirred at RT for 1 h. The solid was collected by filtration, rinsed with DCM and dried under high vacuum. The residue was suspended in MeOH, concentrated and triturated with a minimum of methanol/water to afford the title compound 34 (136 mg, 0.21 mmol, 60% over 3 steps) as an off-white fluffy solid. 1H NMR (400 MHz, DMSO-d6)... Starting materials: [Cl-].[Cl-].[Cl-].[Al+3] (aluminium trichloride), C(CCCCC)(=O)OC1=CC=CC=C1 (phenyl hexanoate), Cl (hydrochloric acid). Run at temperature 120 celsius. The product is OC1=C(C=CC=C1)C(CCCCC)=O (1-(2'-hydroxyphenyl)-hexan-1-one). RXN SMILES: [Cl-].[Cl-].[Cl-].[Al+3].C([O:12][C:13]1[CH:18]=[CH:17][CH:16]=[CH:15][CH:14]=1)(=O)CCCCC.Cl>>[OH:12][C:13]1[CH:14]=[CH:15][CH:16]=[CH:17][C:18]=1[C:13](=[O:12])[CH2:14][CH2:15][CH2:16][CH2:17][CH3:18] |f:0.1.2.3|. Procedure details: 24 g (0.18 mole) of powdered aluminium trichloride were carefully added to 31 g (0.16 mole) of phenyl hexanoate and the mixture was slowly heated with occassional stirring to 120° C and was held there for 11/2 hours. The residue was ground into a powder and was poured into iced dilute hydrochloric acid with stirring. The mixture was extracted with ether and the ether extracts were washed with dilute sodium hydroxide solution, then with water, dried over magnesium sulfate and evaporated to drynes... Reactants: CC(C)(C)OC(=O)N1CCC(C)(C(=O)O)CC1, O=C(Cl)C(=O)Cl, CC(Cl)Cl, ClCCl, Nc1cccc(S(N)(=O)=O)c1, CN(C)C=O, c1ccncc1. Yields the product CC(C)(C)OC(=O)N1CCC(C)(C(=O)Nc2cccc(S(N)(=O)=O)c2)CC1. RXN SMILES: [C:1]([CH3:2])([CH3:3])([CH3:4])[O:5][C:6](=[O:7])[N:8]1[CH2:9][CH2:10][C:11]([C:14](=[O:15])[OH:16])([CH3:17])[CH2:12][CH2:13]1.[Cl:24][C:25]([C:26]([Cl:27])=[O:28])=[O:29].[Cl:41][CH:42]([Cl:43])[CH3:44].[Cl:45][CH2:46][Cl:47].[NH2:30][c:31]1[cH:32][c:33]([S:37](=[O:38])(=[O:39])[NH2:40])[cH:34][cH:35][cH:36]1.[O:48]=[CH:49][N:50]([CH3:51])[CH3:52].[cH:18]1[cH:19][cH:20][n:21][cH:22][cH:23]1>>[C:1]([CH3:2])([CH3:3])([CH3:4])[O:5][C:6](=[O:7])[N:8]1[CH2:9][CH2:10][C:11]([C:14](=[O:16])[NH:30][c:31]2[cH:32][c:33]([S:37](=[O:38])(=[O:39])[NH2:40])[cH:34][cH:35][cH:36]2)([CH3:17])[CH2:12][CH2:13]1. Reactants: C1COCCN1 (effective_coupling_partner), CCN(CC)c1cccc(OC(=O)C(C)(C)C)c1 (substrate). The reagents and catalysts are IPr. Reaction conditions: temperature 80 celsius, time 3 hour. The product is CCN(CC)c2cccc(N1CCOCC1)c2. The reactants are S(=O)(Cl)Cl (thionyl chloride), O (water), OCCC1=CC(NC2=CC=C(C=C12)OC)=O (4-(2-hydroxyethyl)-6-methoxy-2(1H)-quinolone). Reagents/catalysts: CN(C=O)C (dimethylformamide). The solvent is C(Cl)(Cl)Cl (chloroform). Reaction conditions: time 30 minute. Product: ClCCC1=CC(NC2=CC=C(C=C12)OC)=O (4-(2-chloroethyl)-6-methoxy-2(1H)-quinolone). Isolated yield 94.8%. RXN SMILES: S(Cl)([Cl:3])=O.O[CH2:6][CH2:7][C:8]1[C:17]2[C:12](=[CH:13][CH:14]=[C:15]([O:18][CH3:19])[CH:16]=2)[NH:11][C:10](=[O:20])[CH:9]=1.O>C(Cl)(Cl)Cl.CN(C)C=O>[Cl:3][CH2:6][CH2:7][C:8]1[C:17]2[C:12](=[CH:13][CH:14]=[C:15]([O:18][CH3:19])[CH:16]=2)[NH:11][C:10](=[O:20])[CH:9]=1. Reported procedure: 3.4 ml (46.6 mmol) of thionyl chloride are added while stirring at room temperature to a suspension of 3.11 g (14.2 mmol) of 4-(2-hydroxyethyl)-6-methoxy-2(1H)-quinolone in 50 ml of chloroform and 3 drops of dimethylformamide. The suspension is heated to reflux for 14 hours (total solubilization). After cooling to room temperature, 50 ml of water are added dropwise to the reaction medium and the mixture is left stirring for 30 minutes. The organic phase is recovered, separated after settling has... Reactants: N1(C=NC=C1)C=1C=C(C=CC1)[N+](=O)[O-] (3-(1-imidazolyl)nitrobenzene), [H][H] (hydrogen). The reagents and catalysts are [Pd] (palladium). Run in C(C)(=O)O (acetic acid). Yields the product N1(C=NC=C1)C=1C=C(N)C=CC1 (3-(1-Imidazolyl)aniline). RXN SMILES: [N:1]1([C:6]2[CH:7]=[C:8]([N+:12]([O-])=O)[CH:9]=[CH:10][CH:11]=2)[CH:5]=[CH:4][N:3]=[CH:2]1.[H][H]>C(O)(=O)C.[Pd]>[N:1]1([C:6]2[CH:7]=[C:8]([CH:9]=[CH:10][CH:11]=2)[NH2:12])[CH:5]=[CH:4][N:3]=[CH:2]1. Procedure details: To 3-(1-imidazolyl)nitrobenzene (51.6 g, 0.27 mol) in acetic acid (500 ml) is added palladium catalyst (5 g 5% Pd on activated carbon) and the mixture is hydrogenated under pressure (Pstart :4 bar) until the hydrogen uptake has ceased. The mixture is filtered through celite and the filtrate is evaporated to dryness to leave 2d as a light-brown oil. Yield: 40.4 g (93%). Reactants: ClC1=C(C=C(C(=C1)Cl)OC)NC1=C2C(=NC=C1C#N)C=C(S2)I (7-[(2,4-dichloro-5-methoxyphenyl)amino]-2-iodothieno[3,2-b]pyridine-6-carbonitrile), O1C(=CC2=C1C=CC=C2)B(O)O (2-benzofuranboronic acid). Reagents/catalysts: C=1C=CC(=CC1)[P](C=2C=CC=CC2)(C=3C=CC=CC3)[Pd]([P](C=4C=CC=CC4)(C=5C=CC=CC5)C=6C=CC=CC6)([P](C=7C=CC=CC7)(C=8C=CC=CC8)C=9C=CC=CC9)[P](C=1C=CC=CC1)(C=1C=CC=CC1)C=1C=CC=CC1 (tetrakis(triphenylphosphine)palladium(0)), C=1C=CC(=CC1)[P](C=2C=CC=CC2)(C=3C=CC=CC3)[Pd]([P](C=4C=CC=CC4)(C=5C=CC=CC5)C=6C=CC=CC6)([P](C=7C=CC=CC7)(C=8C=CC=CC8)C=9C=CC=CC9)[P](C=1C=CC=CC1)(C=1C=CC=CC1)C=1C=CC=CC1 (tetrakis(triphenylphosphine)palladium(0)). Solvent: COCCOC (ethylene glycol dimethyl ether), C([O-])(O)=O.[Na+] (sodium bicarbonate). The product is O1C(=CC2=C1C=CC=C2)C2=CC1=NC=C(C(=C1S2)NC2=C(C=C(C(=C2)OC)Cl)Cl)C#N (2-(1-benzofuran-2-yl)-7-[(2,4-dichloro-5-methoxyphenyl)amino]thieno[3,2-b]pyridine-6-carbonitrile). Yield: 32.7%. As a reaction SMILES: [Cl:1][C:2]1[CH:7]=[C:6]([Cl:8])[C:5]([O:9][CH3:10])=[CH:4][C:3]=1[NH:11][C:12]1[C:17]([C:18]#[N:19])=[CH:16][N:15]=[C:14]2[CH:20]=[C:21](I)[S:22][C:13]=12.[O:24]1[C:28]2[CH:29]=[CH:30][CH:31]=[CH:32][C:27]=2[CH:26]=[C:25]1B(O)O>COCCOC.C(=O)(O)[O-].[Na+].C1C=CC([P]([Pd]([P](C2C=CC=CC=2)(C2C=CC=CC=2)C2C=CC=CC=2)([P](C2C=CC=CC=2)(C2C=CC=CC=2)C2C=CC=CC=2)[P](C2C=CC=CC=2)(C2C=CC=CC=2)C2C=CC=CC=2)(C2C=CC=CC=2)C2C=CC=CC=2)=CC=1>[O:24]1[C:28]2[CH:29]=[CH:30][CH:31]=[CH:32][C:27]=2[CH:26]=[C:25]1[C:21]1[S:22][C:13]2[C:14](=[N:15][CH:16]=[C:17]([C:18]#[N:19])[C:12]=2[NH:11][C:3]2[CH:4]=[C:5]([O:9][CH3:10])[C:6]([Cl:8])=[CH:7][C:2]=2[Cl:1])[CH:20]=1 |f:3.4,^1:50,52,71,90|. Reported procedure: A mixture of 7-[(2,4-dichloro-5-methoxyphenyl)amino]-2-iodothieno[3,2-b]pyridine-6-carbonitrile (500 mg, 1.05 mmol), 2-benzofuranboronic acid (340 mg, 2.10 mmol) and 65 mg of tetrakis(triphenylphosphine)palladium(0) in 70 mL of ethylene glycol dimethyl ether and 40 mL of saturated aqueous sodium bicarbonate is heated at reflux for 2.5 hours. An additional 50 mg of tetrakis(triphenylphosphine)palladium(0) is added and the reaction is heated at reflux for 1 hour. The reaction mixture is cooled to ...